Dataset: the Open Reaction Database (ORD), a public repository of structured organic reaction records. Task: describe an organic reaction: reactants, conditions, products, and yield The reactants are C(C)(C)OC1=NC=2C=C3C(=CC2C(=C1)C(F)(F)F)N(C(CO3)=O)CC(F)(F)F (7-isopropoxy-1-(2,2,2-trifluoroethyl)-9-(trifluoromethyl)-1H-[1,4]oxazino[3,2-g]quinolin-2(3H)-one), COC=1C=CC(=CC1)P2(=S)SP(=S)(S2)C=3C=CC(=CC3)OC (Lawesson's reagent). The solvent is C1(=CC=CC=C1)C (toluene). Product: C(C)(C)OC1=NC=2C=C3C(=CC2C(=C1)C(F)(F)F)N(C(CO3)=S)CC(F)(F)F (7-isopropoxy-1-(2,2,2-trifluoroethyl)-9-(trifluoromethyl)-1H-[1,4]oxazino[3,2-g]quinolin-2(3H)-thione). The yield is 81.2%. As a reaction SMILES: [CH:1]([O:4][C:5]1[CH:14]=[C:13]([C:15]([F:18])([F:17])[F:16])[C:12]2[CH:11]=[C:10]3[N:19]([CH2:24][C:25]([F:28])([F:27])[F:26])[C:20](=O)[CH2:21][O:22][C:9]3=[CH:8][C:7]=2[N:6]=1)([CH3:3])[CH3:2].COC1C=CC(P2(SP(C3C=CC(OC)=CC=3)(=S)S2)=[S:38])=CC=1>C1(C)C=CC=CC=1>[CH:1]([O:4][C:5]1[CH:14]=[C:13]([C:15]([F:18])([F:17])[F:16])[C:12]2[CH:11]=[C:10]3[N:19]([CH2:24][C:25]([F:28])([F:27])[F:26])[C:20](=[S:38])[CH2:21][O:22][C:9]3=[CH:8][C:7]=2[N:6]=1)([CH3:3])[CH3:2]. Procedure details: A mixture of 7-isopropoxy-1-(2,2,2-trifluoroethyl)-9-(trifluoromethyl)-1H-[1,4]oxazino[3,2-g]quinolin-2(3H)-one (EXAMPLE 22) (48.4 mg, 0.119 mmol) and Lawesson's reagent (0.144 g, 0.356 mmol) in 2.4 mL toluene was heated at reflux for 6 h, whereupon the mixture was partitioned between EtOAc (40 mL) and water (20 mL). The aqueous layer was extracted with EtOAc (20 mL), and the combined organic layers were washed with brine (20 mL), dried over MgSO4, filtered, and concentrated. Flash chromatograph... The reactants are FC(C(=O)O)(F)F.ClC=1C=C2C=NNC2=C(C1)C(C(=O)OC)OCC1(CCN(CC1)C)C1=CC=C(C=C1)F (methyl 2-(5-chloro-1H-indazol-7-yl)-2-((4-(4-fluorophenyl)-1-methylpiperidin-4-yl)methoxy)acetate trifluoroacetic acid salt), ClC=1C=C2C=NNC2=C(C1)C(OCC1(CCN(CC1)C(=O)OC(C)(C)C)C1=CC=C(C=C1)F)C#N (tert-butyl 4-(((5-chloro-1H-indazol-7-yl)(cyano)methoxy)methyl)-4-(4-fluorophenyl)piperidine-1-carboxylate). The product is ClC=1C=C2C=NNC2=C(C1)C(C#N)OCC1(CCN(CC1)C)C1=CC=C(C=C1)F (2-(5-Chloro-1H-indazol-7-yl)-2-((4-(4-fluorophenyl)-1-methylpiperidin-4-yl)methoxy)acetonitrile). Reaction SMILES: FC(F)(F)C(O)=O.ClC1C=C2C(=C(C(OCC3(C4C=CC(F)=CC=4)CCN(C)CC3)C(OC)=O)C=1)NN=C2.[Cl:39][C:40]1[CH:41]=[C:42]2[C:46](=[C:47]([CH:49]([C:72]#[N:73])[O:50][CH2:51][C:52]3([C:65]4[CH:70]=[CH:69][C:68]([F:71])=[CH:67][CH:66]=4)[CH2:57][CH2:56][N:55]([C:58](OC(C)(C)C)=O)[CH2:54][CH2:53]3)[CH:48]=1)[NH:45][N:44]=[CH:43]2>>[Cl:39][C:40]1[CH:41]=[C:42]2[C:46](=[C:47]([CH:49]([O:50][CH2:51][C:52]3([C:65]4[CH:70]=[CH:69][C:68]([F:71])=[CH:67][CH:66]=4)[CH2:53][CH2:54][N:55]([CH3:58])[CH2:56][CH2:57]3)[C:72]#[N:73])[CH:48]=1)[NH:45][N:44]=[CH:43]2 |f:0.1|. Procedure details: Prepared according to the procedure used to prepare methyl 2-(5-chloro-1H-indazol-7-yl)-2-((4-(4-fluorophenyl)-1-methylpiperidin-4-yl)methoxy)acetate trifluoroacetic acid salt using tert-butyl 4-(((5-chloro-1H-indazol-7-yl)(cyano)methoxy)methyl)-4-(4-fluorophenyl)piperidine-1-carboxylate as the starting material. After preparative HPLC, the product was still impure. The product was re-purified by column chromatography (2M ammonia in methanol/dichloromethane) to give the title compound as the fre...